From a dataset of the Open Reaction Database (ORD), a public repository of structured organic reaction records. describe an organic reaction: reactants, conditions, products, and yield Reaction SMILES: [C:1]([NH:8][C:9]1[S:10][C:11]([C:17]([O-:19])=[O:18])=[C:12]([CH2:14][CH2:15][CH3:16])[CH:13]=1)([C:3]([O:5][CH2:6][CH3:7])=[O:4])=[O:2].[N+:20]([O-:23])(O)=[O:21].[C:24](OC(=O)C)(=O)[CH3:25]>C(Cl)Cl.C(O)(=O)C>[C:1]([NH:8][C:9]1[S:10][C:11]([C:17]([O:19][CH2:24][CH3:25])=[O:18])=[C:12]([CH2:14][CH2:15][CH3:16])[C:13]=1[N+:20]([O-:23])=[O:21])([C:3]([O:5][CH2:6][CH3:7])=[O:4])=[O:2]. Conditions: temperature -10 celsius. Yields the product C(=O)(C(=O)OCC)NC=1SC(=C(C1[N+](=O)[O-])CCC)C(=O)OCC (Ethyl 2-ethoxalylamino-3-nitro-4-propylthiophene-5-carboxylate). Starting materials: [N+](=O)(O)[O-] (nitric acid), C(=O)(C(=O)OCC)NC=1SC(=C(C1)CCC)C(=O)[O-] (2-ethoxalylamino-4-propylthiophene-5-carboxylate), C(C)(=O)OC(C)=O (acetic anhydride), ice water. The solvent is C(C)(=O)O (acetic acid), C(Cl)Cl (methylene chloride). Procedure details: A mixture of 2-ethoxalylamino-4-propylthiophene-5-carboxylate (9.0 g, 28.7 mmol) in 52 ml of acetic anhydride and 58 ml of methylene chloride was stirred in a dry nitrogen atmosphere and cooled to -10° C. A mixture of nitric acid (1.78 ml, d=1.52) in 40 ml of acetic acid was added dropwise during 0.5 hours. The reaction mixture was stirred at 0°-5° C. for 16 hours and poured into ice water. The organic phase was separated and carefully neutralized with saturated aqueous sodium hydrogen carbonate...